Task: describe an organic reaction: reactants, conditions, products, and yield. Dataset: the Open Reaction Database (ORD), a public repository of structured organic reaction records Reactants: C=CCOc1cccnc1Br, CC(C)[Mg+], [Cl-], [Cl-], O=Cc1cc(F)ccc1F, [NH4+], C1CCOC1. Yields the product C=CCOc1cccnc1C(O)c1cc(F)ccc1F. Reaction SMILES: [CH2:6]([CH:7]=[CH2:8])[O:9][c:10]1[c:11]([Br:16])[n:12][cH:13][cH:14][cH:15]1.[CH:2]([Mg+:3])([CH3:4])[CH3:5].[Cl-:1].[Cl-:27].[F:17][c:18]1[c:19]([CH:20]=[O:21])[cH:22][c:23]([F:26])[cH:24][cH:25]1.[NH4+:28].[O:29]1[CH2:30][CH2:31][CH2:32][CH2:33]1>>[CH2:6]([CH:7]=[CH2:8])[O:9][c:10]1[c:11]([CH:20]([c:19]2[c:18]([F:17])[cH:25][cH:24][c:23]([F:26])[cH:22]2)[OH:21])[n:12][cH:13][cH:14][cH:15]1. The reactants are C(C1=CC=CC=C1)OC1=C(C=C(C(=C1)OCCCCl)CC)C1=CSC=C1 (3-[2-benzyloxy-4-(3-chloropropoxy)-5-ethylphenyl]thiophene), C(C1=CC=CC=C1)OC1=CC=C(C=C1Br)CCOCCCCl (4-(benzyloxy)-5-bromo-2-(3-chloropropoxy)ethylbenzene), S1C=C(C=C1)B(O)O (3-thiopheneboronic acid), C([O-])([O-])=O.[Na+].[Na+] (sodium carbonate), C1(=CC=CC=C1)C (toluene). The reagents and catalysts are C=1C=CC(=CC1)[P](C=2C=CC=CC2)(C=3C=CC=CC3)[Pd]([P](C=4C=CC=CC4)(C=5C=CC=CC5)C=6C=CC=CC6)([P](C=7C=CC=CC7)(C=8C=CC=CC8)C=9C=CC=CC9)[P](C=1C=CC=CC1)(C=1C=CC=CC1)C=1C=CC=CC1 (tetrakis(triphenylphosphine)palladium(0)). Solvent: C(C)OCC (diethyl ether), C(CC)O (n-propanol). The product is O.C(C)C1=C(OCCCOC=2C(=C(OC3=C(C(=O)O)C=CC=C3)C=CC2)CCC)C=C(C(=C1)C1=CSC=C1)O (2-{3-[3-(2-Ethyl-5-hydroxy-4-thiophen-3-yl-phenoxy)propoxy]-2-propyl-phenoxy}benzoic acid hydrate). Isolated yield 80.0%. Reaction SMILES: C([O:8][C:9]1[CH:14]=[C:13]([O:15][CH2:16][CH2:17][CH2:18]Cl)[C:12]([CH2:20][CH3:21])=[CH:11][C:10]=1[C:22]1[CH:26]=[CH:25][S:24][CH:23]=1)C1C=CC=CC=1.[CH2:27]([O:34][C:35]1[C:40](Br)=[CH:39][C:38](CCOCCCCl)=[CH:37][CH:36]=1)[C:28]1[CH:33]=[CH:32][CH:31]=[CH:30][CH:29]=1.S1C=CC(B(O)[OH:55])=C1.[C:57](=[O:60])([O-])[O-:58].[Na+].[Na+].[C:63]1([CH3:69])C=CC=CC=1>C(OCC)C.C1C=CC([P]([Pd]([P](C2C=CC=CC=2)(C2C=CC=CC=2)C2C=CC=CC=2)([P](C2C=CC=CC=2)(C2C=CC=CC=2)C2C=CC=CC=2)[P](C2C=CC=CC=2)(C2C=CC=CC=2)C2C=CC=CC=2)(C2C=CC=CC=2)C2C=CC=CC=2)=CC=1.C(O)CC>[OH2:8].[CH2:20]([C:12]1[CH:11]=[C:10]([C:22]2[CH:26]=[CH:25][S:24][CH:23]=2)[C:9]([OH:8])=[CH:14][C:13]=1[O:15][CH2:16][CH2:17][CH2:18][O:55][C:31]1[C:30]([CH2:29][CH2:63][CH3:69])=[C:27]([CH:28]=[CH:33][CH:32]=1)[O:34][C:35]1[CH:36]=[CH:37][CH:38]=[CH:39][C:40]=1[C:57]([OH:58])=[O:60])[CH3:21] |f:3.4.5,10.11,^1:78,80,99,118|. Procedure: Preparation of 3-[2-benzyloxy-4-(3-chloropropoxy)-5-ethylphenyl]thiophene. A mixture of 4-(benzyloxy)-5-bromo-2-(3-chloropropoxy)ethylbenzene (1.90 g, 5.30 mmol), 3-thiopheneboronic acid (2.00 g, 15.9 mmol), tetrakis(triphenylphosphine)palladium(0) (312 mg, 0.270 mmol), 2 M aqueous sodium carbonate solution (4 mL), and n-propanol (4 mL) in toluene (16 mL) was refluxed for 4 h. The mixture was cooled to room temperature, diluted with diethyl ether, washed once with water and once with saturated s... The reactants are C[O-].[Na+] (sodium methoxide), C(CS)(=O)OC (methyl thioglycolate), CC(C)(C)C=1C=C(C=C(C1)C(C)(C)C)CC[C@@H]1[C@@H](CCC1)C1=C(C=CC(=C1)C)S(=O)(=O)[O-] ((cis)-2-[2-[3,5-bis(1,1-dimethylethyl)phenyl]-ethyl]cyclopentyl-4-methylbenzenesulfonate). Solvent: CO (methanol), CO (methanol). Yields the product CC(C)(C)C=1C=C(C=C(C1)C(C)(C)C)CC[C@H]1[C@@H](CCC1)SCC(=O)OC (methyl(trans)-2-[[2-[2-[3,5-bis(1,1-dimethylethyl) -phenyl]ethyl]cyclopentyl]thio]acetate). Reaction SMILES: C[O-].[Na+].[C:4]([O:8][CH3:9])(=[O:7])[CH2:5][SH:6].[CH3:10][C:11]([C:14]1[CH:15]=[C:16]([CH2:24][CH2:25][C@H:26]2[CH2:30][CH2:29][CH2:28][C@H:27]2C2C=C(C)C=CC=2S([O-])(=O)=O)[CH:17]=[C:18]([C:20]([CH3:23])([CH3:22])[CH3:21])[CH:19]=1)([CH3:13])[CH3:12]>CO>[CH3:13][C:11]([C:14]1[CH:15]=[C:16]([CH2:24][CH2:25][C@@H:26]2[CH2:27][CH2:28][CH2:29][C@H:30]2[S:6][CH2:5][C:4]([O:8][CH3:9])=[O:7])[CH:17]=[C:18]([C:20]([CH3:21])([CH3:22])[CH3:23])[CH:19]=1)([CH3:10])[CH3:12] |f:0.1|. Procedure: To a solution of sodium methoxide (prepared from 38 mg of sodium) in 10 ml of methanol is added 174 mg (1.64 mmoles) of methyl thioglycolate. After stirring for a few minutes, a solution of 500 mg (1.09 mmoles) of the title product of Example 38 in 5 ml of methanol is added, and stirring is continued until TLC indicates the reaction is complete. The mixture is then partitioned between diethyl ether and water, the organic layer dried over sodium sulfate, filtered, and evaporated. Chromatography o... The reactants are FC1=CC(=C(C=C1)C(C)=O)OC (1-(4-fluoro-2-methoxyphenyl)ethanone), C[S-].[Na+] (Sodium thiomethoxide), CCOC(=O)C (EtOAc). The solvent is CN(C)C=O (DMF). Conditions: temperature -15 celsius, time 1.5 hour. Product: COC1=C(C=CC(=C1)SC)C(C)=O (1-[2-METHOXY-4-(METHYLTHIO)PHENYL]ETHANONE). The yield is 80.7%. As a reaction SMILES: [CH3:1][S-:2].[Na+].F[C:5]1[CH:10]=[CH:9][C:8]([C:11](=[O:13])[CH3:12])=[C:7]([O:14][CH3:15])[CH:6]=1.CCOC(C)=O>CN(C=O)C>[CH3:15][O:14][C:7]1[CH:6]=[C:5]([S:2][CH3:1])[CH:10]=[CH:9][C:8]=1[C:11](=[O:13])[CH3:12] |f:0.1|. Reported procedure: Sodium thiomethoxide (3.35 g, 47.8 mmol) was dissolved in dry DMF (35 ml) under a blanket of nitrogen. The solution was cooled to −15° C. and 1-(4-fluoro-2-methoxyphenyl)ethanone (6.7 g, 39.8 mmol) was added in portions. After 10 min at −15° C. the reaction mixture was brought to 0° C. for 1.5 h. EtOAc was added and the organic phase was washed three times with aqueous HCl (10%), dried (Na2SO4) and evaporated under reduced pressure to dryness. Purification by flash column chromatography (isoocta... Starting materials: C1CCOC1, COCCOc1cc2ncnc(Oc3cccc(N)c3)c2cc1OC, CCN(C(C)C)C(C)C, CC(CF)(CF)c1cc(NC(=O)Oc2ccccc2)n(-c2ccccc2)n1. Yields the product COCCOc1cc2ncnc(Oc3cccc(NC(=O)Nc4cc(C(C)(CF)CF)nn4-c4ccccc4)c3)c2cc1OC. RXN SMILES: [CH2:62]1[O:63][CH2:64][CH2:65][CH2:66]1.[CH3:28][O:29][c:30]1[cH:31][c:32]2[c:33]([O:45][c:46]3[cH:47][c:48]([NH2:49])[cH:50][cH:51][cH:52]3)[n:34][cH:35][n:36][c:37]2[cH:38][c:39]1[O:40][CH2:41][CH2:42][O:43][CH3:44].[CH:53]([N:54]([CH2:55][CH3:56])[CH:57]([CH3:58])[CH3:59])([CH3:60])[CH3:61].[F:1][CH2:2][C:3]([CH2:4][F:5])([CH3:6])[c:7]1[n:8][n:9](-[c:22]2[cH:23][cH:24][cH:25][cH:26][cH:27]2)[c:10]([NH:12][C:13]([O:14][c:15]2[cH:16][cH:17][cH:18][cH:19][cH:20]2)=[O:21])[cH:11]1>>[F:1][CH2:2][C:3]([CH2:4][F:5])([CH3:6])[c:7]1[n:8][n:9](-[c:22]2[cH:23][cH:24][cH:25][cH:26][cH:27]2)[c:10]([NH:12][C:13](=[O:21])[NH:49][c:48]2[cH:47][c:46]([O:45][c:33]3[c:32]4[cH:31][c:30]([O:29][CH3:28])[c:39]([O:40][CH2:41][CH2:42][O:43][CH3:44])[cH:38][c:37]4[n:36][cH:35][n:34]3)[cH:52][cH:51][cH:50]2)[cH:11]1. Reactants: CC(O)C1(c2ccc(F)cc2F)CO1, c1c[nH]nn1. Yields the product CC(n1nccn1)C1(c2ccc(F)cc2F)CO1. Reaction SMILES: [F:1][c:2]1[c:3]([C:9]2([CH:12]([CH3:13])[OH:14])[O:10][CH2:11]2)[cH:4][cH:5][c:6]([F:8])[cH:7]1.[nH:15]1[n:16][n:17][cH:18][cH:19]1>>[F:1][c:2]1[c:3]([C:9]2([CH:12]([CH3:13])[n:16]3[n:15][cH:19][cH:18][n:17]3)[O:10][CH2:11]2)[cH:4][cH:5][c:6]([F:8])[cH:7]1. The reactants are ClC1=NC2=CC=C(C=C2C(N1CCCl)C1=CC=CC=C1)Cl (2,6-dichloro-3-(2-chloroethyl)-4-phenyl-3,4-dihydroquinazoline), C(CC)N (n-propylamine), O (water). Solvent: CN(C=O)C (dimethylformamide). Conditions: temperature 105 celsius. The product is Cl.C(CC)N1CCN2C1=NC1=CC=C(C=C1C2C2=CC=CC=C2)Cl (1-(n-propyl)-5-phenyl-7-chloro-1,2,3,5-tetrahydroimidazo-[2,1-b]quinazoline hydrochloride). Yield: 66.2%. As a reaction SMILES: [Cl:1][C:2]1[N:11]([CH2:12][CH2:13]Cl)[CH:10]([C:15]2[CH:20]=[CH:19][CH:18]=[CH:17][CH:16]=2)[C:9]2[C:4](=[CH:5][CH:6]=[C:7]([Cl:21])[CH:8]=2)[N:3]=1.[CH2:22]([NH2:25])[CH2:23][CH3:24].O>CN(C)C=O>[ClH:1].[CH2:22]([N:25]1[C:2]2=[N:3][C:4]3[C:9]([CH:10]([C:15]4[CH:20]=[CH:19][CH:18]=[CH:17][CH:16]=4)[N:11]2[CH2:12][CH2:13]1)=[CH:8][C:7]([Cl:21])=[CH:6][CH:5]=3)[CH2:23][CH3:24] |f:4.5|. Reported procedure: A mixture of 3.21 g of 3-(2-chloroethyl)-4-phenyl-6-chloro-3,4-dihydro-2(1H)-quinazolinone and 10 g of phosphorus oxychloride was heated with stirring at 105° C. for 20 hours. The resulting solution was evaporated in vacuo to dryness and the resulting residue was dissolved in chloroform. The chloroform solution was washed with an aqueous sodium bicarbonate solution and then with water, and dried over anhydrous sodium sulfate. The solvent was removed under reduced pressure to give 2,6-dichloro-3-...